From a dataset of the Open Reaction Database (ORD), a public repository of structured organic reaction records. describe an organic reaction: reactants, conditions, products, and yield Reactants: FC(C(=O)C=1N=C(N2C1C=CC=C2)C2=CC=CC1=CC=CC=C21)(F)F (2,2,2-trifluoro-1-(3-naphthalen-1-yl-imidazo[1,5-a]pyridin-1-yl)-ethanone), [OH-].[K+] (KOH). Run in CCO (EtOH). Product: C1(=CC=CC2=CC=CC=C12)C1=NC(=C2N1C=CC=C2)C(=O)O (3-naphthalen-1-yl-imidazo[1,5-a]pyridine-1-carboxylic acid). The yield is 54.8%. RXN SMILES: FC(F)(F)[C:3]([C:5]1[N:6]=[C:7]([C:14]2[C:23]3[C:18](=[CH:19][CH:20]=[CH:21][CH:22]=3)[CH:17]=[CH:16][CH:15]=2)[N:8]2[CH:13]=[CH:12][CH:11]=[CH:10][C:9]=12)=[O:4].[OH-:26].[K+]>CCO>[C:14]1([C:7]2[N:8]3[CH:13]=[CH:12][CH:11]=[CH:10][C:9]3=[C:5]([C:3]([OH:26])=[O:4])[N:6]=2)[C:23]2[C:18](=[CH:19][CH:20]=[CH:21][CH:22]=2)[CH:17]=[CH:16][CH:15]=1 |f:1.2|. Reported procedure: To a solution of 2,2,2-trifluoro-1-(3-naphthalen-1-yl-imidazo[1,5-a]pyridin-1-yl)-ethanone (260 mg, 0.76 mmol) in EtOH (10 mL) was added KOH (582 mg, 10.4 mmol) and the mixture was heated to reflux for 30 min. The mixture was allowed to cool and concentrated. The residue was dissolved in water (25 mL) and acidified to pH 3 with 2N HCl. The precipitate was filtered, dried and recrystallized from ethyl acetate to yield the title compound (120 mg, 55%). 8.30 (1H), 8.10 (2H), 7.78 (2H), 7.70 (1H), 7... Starting materials: C(C)N1CC2C(C1)O2 (1-ethyl-3,4-epoxypyrrolidine), ClC1=C(C=CC=C1)S (2-chlorothiophenol), tan solid. The reagents and catalysts are Cl (hydrochloric acid). Solvent: C(Cl)Cl (methylene chloride), petroleum ether. The product is ClC1=C(C=CC=C1)S[C@H]1[C@@H](CN(C1)CC)O (Trans-4-[(2-Chlorophenyl)thio]-1-ethyl-3-pyrrolidinol). RXN SMILES: [CH2:1]([N:3]1[CH2:7][CH:6]2[O:8][CH:5]2[CH2:4]1)[CH3:2].[Cl:9][C:10]1[CH:15]=[CH:14][CH:13]=[CH:12][C:11]=1[SH:16]>Cl.C(Cl)Cl>[Cl:9][C:10]1[CH:15]=[CH:14][CH:13]=[CH:12][C:11]=1[S:16][C@@H:5]1[CH2:4][N:3]([CH2:1][CH3:2])[CH2:7][C@H:6]1[OH:8]. Reported procedure: A mixture of 11.3 g. (0.1 mole) of crude 1-ethyl-3,4-epoxypyrrolidine, 14.4 g. (0.1 mole) of 2-chlorothiophenol and 1 drop concentrated hydrochloric acid on a steam bath overnight. The reaction mixture was dissolved in methylene chloride and the solution was washed with two 100-ml portions of 5% sodium hydroxide and once with water. The methylene chloride layer was dried over anhydrous sodium sulfate and concentrated to give 23.8 g. of dark oil as residue which solidified when scratched with pet... The reactants are SC=1SC2=C(N1)C1=CC=CC(=C1CC2)OCC(=O)OCC (ethyl [(2-mercapto-4,5-dihydronaphtho[1,2-d]thiazol-6-yl)oxy]acetate), C1(=CC=CC=C1)CC1=CC=CC=C1 (diphenylmethane), C([O-])([O-])=O.[K+].[K+] (potassium carbonate). Solvent: CN(C=O)C (N,N-dimethylformamide), C(C)(=O)OCC (ethyl acetate), O (water). Reaction conditions: temperature 60 celsius, time 3 hour. The product is C1(=CC=CC=C1)C(SC=1SC2=C(N1)C1=CC=CC(=C1CC2)OCC(=O)O)C2=CC=CC=C2 ([(2-Diphenylmethylthio-4,5-dihydronaphtho[1,2-d]thiazol-6-yl)oxy]acetic acid). Isolated yield 37.0%. Reaction SMILES: [SH:1][C:2]1[S:3][C:4]2[CH2:14][CH2:13][C:12]3[C:7](=[CH:8][CH:9]=[CH:10][C:11]=3[O:15][CH2:16][C:17]([O:19]CC)=[O:18])[C:5]=2[N:6]=1.[C:22]1([CH2:28][C:29]2[CH:34]=[CH:33][CH:32]=[CH:31][CH:30]=2)[CH:27]=[CH:26][CH:25]=[CH:24][CH:23]=1.C(=O)([O-])[O-].[K+].[K+]>CN(C)C=O.C(OCC)(=O)C.O>[C:22]1([CH:28]([C:29]2[CH:30]=[CH:31][CH:32]=[CH:33][CH:34]=2)[S:1][C:2]2[S:3][C:4]3[CH2:14][CH2:13][C:12]4[C:7](=[CH:8][CH:9]=[CH:10][C:11]=4[O:15][CH2:16][C:17]([OH:19])=[O:18])[C:5]=3[N:6]=2)[CH:27]=[CH:26][CH:25]=[CH:24][CH:23]=1 |f:2.3.4|. Procedure details: To a solution of ethyl [(2-mercapto-4,5-dihydronaphtho[1,2-d]thiazol-6-yl)oxy]acetate (1.10 g, 3.42 mmol) in N,N-dimethylformamide (20 mL) were added diphenylmethane hromide (0.93 g, 3.76 mmol) and potassium carbonate (0.52 g, 3.76 mmol), and the mixture was stirred at 60° C. for 3 hours. This reaction mixture was diluted with ethyl acetate and water and, after phase separation, the aqueous layer was extracted with ethyl acetate. The pooled organic solution was washed with water, dried over MgSO... RXN SMILES: [CH2:1]([CH3:2])[O:3][C:4]([CH:5]=[N:6][NH:7][c:8]1[cH:9][cH:10][c:11]([O:14][CH3:15])[cH:12][cH:13]1)=[O:16].[CH2:25]1[O:26][CH2:27][CH2:28][CH2:29]1.[Cl:17][N:18]1[C:19](=[O:20])[CH2:21][CH2:22][C:23]1=[O:24]>>[CH2:1]([CH3:2])[O:3][C:4]([C:5](=[N:6][NH:7][c:8]1[cH:9][cH:10][c:11]([O:14][CH3:15])[cH:12][cH:13]1)[Cl:17])=[O:16]. The reactants are CCOC(=O)C=NNc1ccc(OC)cc1, C1CCOC1, O=C1CCC(=O)N1Cl. Product: CCOC(=O)C(Cl)=NNc1ccc(OC)cc1. Starting materials: O=C[O-], O=C(O)c1cc(F)c(F)cc1[N+](=O)[O-], [Na+], [Na+], [OH-], O. The product is Nc1cc(F)c(F)cc1C(=O)O. As a reaction SMILES: [CH:17]([O-:18])=[O:19].[N+:1]([O-:2])(=[O:3])[c:4]1[c:5]([C:6](=[O:7])[OH:8])[cH:9][c:10]([F:14])[c:11]([F:13])[cH:12]1.[Na+:16].[Na+:20].[OH-:15].[OH2:21]>>[NH2:1][c:4]1[c:5]([C:6](=[O:7])[OH:8])[cH:9][c:10]([F:14])[c:11]([F:13])[cH:12]1.